Dataset: the Open Reaction Database (ORD), a public repository of structured organic reaction records. Task: describe an organic reaction: reactants, conditions, products, and yield Reactants: COC(=O)CC(C(=O)OCC)(C(=O)OCC)C=1C=C2CC(C(C2=C(C1Cl)Cl)=O)(CCC)CC=C(C)Cl (Diethyl methoxycarbonylmethyl[6,7-dichloro-2-(3-chloro-2-butenyl)-2,3-dihydro-1-oxo-2-propyl-1H-inden-5-yl]malonate), [OH-].[Na+] (sodium hydroxide), Cl (hydrochloric acid). Run in O (water), CO (methanol), O (water). Product: ClC1=C(C=C2CC(C(C2=C1Cl)=O)(CCC)CC=C(C)Cl)C(C(=O)O)CC(=O)O ([6,7-Dichloro-2-(3-chloro-2-butenyl)-2,3-dihydro-1-oxo-2 -propyl-1H-inden-5-yl]succinic acid). Isolated yield 94.0%. RXN SMILES: C[O:2][C:3]([CH2:5][C:6]([C:17]1[CH:18]=[C:19]2[C:23](=[C:24]([Cl:27])[C:25]=1[Cl:26])[C:22](=[O:28])[C:21]([CH2:32][CH:33]=[C:34]([Cl:36])[CH3:35])([CH2:29][CH2:30][CH3:31])[CH2:20]2)(C(OCC)=O)[C:7]([O:9]CC)=[O:8])=[O:4].[OH-].[Na+].Cl>CO.O>[Cl:26][C:25]1[C:24]([Cl:27])=[C:23]2[C:19]([CH2:20][C:21]([CH2:32][CH:33]=[C:34]([Cl:36])[CH3:35])([CH2:29][CH2:30][CH3:31])[C:22]2=[O:28])=[CH:18][C:17]=1[CH:6]([CH2:5][C:3]([OH:4])=[O:2])[C:7]([OH:9])=[O:8] |f:1.2|. Procedure details: Diethyl methoxycarbonylmethyl[6,7-dichloro-2-(3-chloro-2-butenyl)-2,3-dihydro-1-oxo-2-propyl-1H-inden-5-yl]malonate (10.7 g, 0.019 mole) was stirred at reflux for 21/2 hours in a mixture of methanol (120 ml), water (120 ml) and sodium hydroxide (6 g). The solution was cooled, diluted with water, acidified with hydrochloric acid, and extracted with methylene chloride. The organic extracts were washed with water, dried over MgSO4 and concentrated to obtain 8.0 g of the product as a gum. The reactants are [N+](=O)(O)[O-] (nitric acid), ClC1=[N+](C=C(C=C1C)OC)[O-] (2-chloro-5-methoxy-3-methylpyridine 1-oxide), C([O-])([O-])=O.[Na+].[Na+] (sodium carbonate). The solvent is S(O)(O)(=O)=O (sulfuric acid). Reaction conditions: temperature 90 celsius. Yields the product ClC1=[N+](C=C(C(=C1C)[N+](=O)[O-])OC)[O-] (2-chloro-5-methoxy-3-methyl-4-nitropyridine 1-oxide). Reaction SMILES: [N+:1]([O-:4])(O)=[O:2].[Cl:5][C:6]1[C:11]([CH3:12])=[CH:10][C:9]([O:13][CH3:14])=[CH:8][N+:7]=1[O-:15].C(=O)([O-])[O-].[Na+].[Na+]>S(=O)(=O)(O)O>[Cl:5][C:6]1[C:11]([CH3:12])=[C:10]([N+:1]([O-:4])=[O:2])[C:9]([O:13][CH3:14])=[CH:8][N+:7]=1[O-:15] |f:2.3.4|. Reported procedure: Concentrated nitric acid (2.5 mL) was added drop-wise to a 0° C. solution of C2 (350 mg, 2.02 mmol) in concentrated sulfuric acid (2.5 mL). The reaction mixture was heated at 90° C. for 1 hour, then cooled to room temperature and poured onto crushed ice. The resulting mixture was neutralized to pH 6-7 with saturated aqueous sodium carbonate solution, and extracted with ethyl acetate. The combined organic layers were washed with water, washed with saturated aqueous sodium chloride solution, dried... As a reaction SMILES: Br[C:2]1[CH:7]=[CH:6][C:5]([Br:8])=[CH:4][N:3]=1.[C:9](#[N:13])[CH:10]([CH3:12])[CH3:11]>C1(C)C=CC=CC=1>[Br:8][C:5]1[CH:6]=[CH:7][C:2]([C:10]([CH3:12])([CH3:11])[C:9]#[N:13])=[N:3][CH:4]=1. The solvent is C1(=CC=CC=C1)C (toluene). Procedure details: NaN[(SiCH3)3]2 (1 M in tetrahydrofuran, 6.3 mL) was added dropwise to a solution of 2,5-dibromo-pyridine (1.50 g) and isobutyronitrile (0.58 mL) in toluene (15 mL) chilled in an ice bath and kept under argon atmosphere. The resulting mixture was further stirred with cooling for 1 h and then at room temperature overnight. The mixture was filtered and the filtrate was washed with water, 10% aqueous K2CO3 solution, and brine. The organic phase was dried (MgSO4) and the solvent was evaporated. The r... Product: BrC=1C=CC(=NC1)C(C#N)(C)C (2-(5-Bromo-pyridin-2-yl)-2-methyl-propionitrile). Reactants: NaN[(SiCH3)3]2, BrC1=NC=C(C=C1)Br (2,5-dibromo-pyridine), C(C(C)C)#N (isobutyronitrile). Reactants: C(CC)[C@@H]1CC[C@H](CC1)CI (trans-4-propyl-l-iodomethylcyclohexane), Cl (hydrochloric acid), [H-].[Na+] (sodium hydride), FC=1C=C(C=CC1OCCC)C1=CC(=C(C=C1)O)F (3,3′-difluoro-4′-hydroxy-4-propoxybiphenyl). The solvent is CN(C=O)C (DMF), CCCCCCC.C1(=CC=CC=C1)C (heptane toluene), CN(C=O)C (dimethyl formamide), CN(C=O)C (DMF). Reaction conditions: time 1 hour. The product is FC=1C=C(C=CC1OCCC)C1=CC(=C(C=C1)OC[C@@H]1CC[C@H](CC1)CCC)F (3,3′-difluoro-4′-((trans-4-propylcyclohexyl)methoxy)-4-propoxybiphenyl). Isolated yield 37.8%. RXN SMILES: [H-].[Na+].[F:3][C:4]1[CH:5]=[C:6]([C:14]2[CH:19]=[CH:18][C:17]([OH:20])=[C:16]([F:21])[CH:15]=2)[CH:7]=[CH:8][C:9]=1[O:10][CH2:11][CH2:12][CH3:13].[CH2:22]([C@H:25]1[CH2:30][CH2:29][C@H:28]([CH2:31]I)[CH2:27][CH2:26]1)[CH2:23][CH3:24].Cl>CN(C)C=O.CCCCCCC.C1(C)C=CC=CC=1>[F:3][C:4]1[CH:5]=[C:6]([C:14]2[CH:19]=[CH:18][C:17]([O:20][CH2:31][C@H:28]3[CH2:29][CH2:30][C@H:25]([CH2:22][CH2:23][CH3:24])[CH2:26][CH2:27]3)=[C:16]([F:21])[CH:15]=2)[CH:7]=[CH:8][C:9]=1[O:10][CH2:11][CH2:12][CH3:13] |f:0.1,6.7|. Reported procedure: In a mixture of 0.7 g (60% oiliness, corresponding to 18.2 mmol) of sodium hydride and 5 ml of dimethyl formamide (DMF) was added by drops a solution of 4.0 g (15.1 mmol) of the 3,3′-difluoro-4′-hydroxy-4-propoxybiphenyl obtained in the previous step in 20 ml of DMF at room temperature, and then stirred at the same temperature for 1 hour. Subsequently, a solution of 6.0 g (22.7 mmol) of trans-4-propyl-l-iodomethylcyclohexane in 20 ml of DMF was added by drops to the reaction solution at room tem... The reactants are CC(=O)OC(C)=O, CC(=O)NC(CC(=O)O)C(=O)O. The product is CC(=O)NC1CC(=O)OC1=O. Reaction SMILES: [CH3:13][C:14]([O:15][C:16](=[O:17])[CH3:18])=[O:19].[CH3:1][C:2](=[O:3])[NH:4][CH:5]([CH2:6][C:7]([OH:8])=[O:9])[C:10]([OH:11])=[O:12]>>[CH3:1][C:2](=[O:3])[NH:4][CH:5]1[CH2:6][C:7](=[O:9])[O:12][C:10]1=[O:11]. Starting materials: ice, C(C)(C)(C)OC(=O)N1C(OC(C1CC1=CC=CC=C1)CC=CC(=O)N1C(OCC1CC1=CC=CC=C1)=O)(C)C (4-Benzyl-5-[4-(-4-benzyl-2-oxo-oxazolidin-3-yl)-4-oxo-but-2-enyl]-2,2-dimethyl-oxazolidine-3-carboxylic acid tert-butyl ester), C[Si](OC(=C)C=C)(C)C (2-trimethylsiloxy-1,3-butadiene), [Cl-].C(C)[Al+]CC (diethylaluminium chloride), C1(=CC=CC=C1)C (toluene). Solvent: ClCCl (dichloromethane). Reaction conditions: temperature -78 celsius, time 48 hour. Yields the product C(C)(C)(C)OC(=O)N1C(OC(C1CC1=CC=CC=C1)CC1C(CCC(C1)=O)C(=O)N1C(OCC1CC1=CC=CC=C1)=O)(C)C (4-Benzyl-5-[2-(-4-benzyl-2-oxo-oxazolidine-3-carbonyl)-5-oxo-cyclohexylmethyl]-2,2-dimethyl-oxazolidine-3-carboxylic Acid tert-Butyl Ester). As a reaction SMILES: [C:1]([O:5][C:6]([N:8]1[CH:12]([CH2:13][C:14]2[CH:19]=[CH:18][CH:17]=[CH:16][CH:15]=2)[CH:11]([CH2:20][CH:21]=[CH:22][C:23]([N:25]2[CH:29]([CH2:30][C:31]3[CH:36]=[CH:35][CH:34]=[CH:33][CH:32]=3)[CH2:28][O:27][C:26]2=[O:37])=[O:24])[O:10][C:9]1([CH3:39])[CH3:38])=[O:7])([CH3:4])([CH3:3])[CH3:2].C[Si](C)(C)[O:42][C:43]([CH:45]=[CH2:46])=[CH2:44].[Cl-].C([Al+]CC)C.C1(C)C=CC=CC=1>ClCCl>[C:1]([O:5][C:6]([N:8]1[CH:12]([CH2:13][C:14]2[CH:19]=[CH:18][CH:17]=[CH:16][CH:15]=2)[CH:11]([CH2:20][CH:21]2[CH2:44][C:43](=[O:42])[CH2:45][CH2:46][CH:22]2[C:23]([N:25]2[CH:29]([CH2:30][C:31]3[CH:32]=[CH:33][CH:34]=[CH:35][CH:36]=3)[CH2:28][O:27][C:26]2=[O:37])=[O:24])[O:10][C:9]1([CH3:39])[CH3:38])=[O:7])([CH3:4])([CH3:2])[CH3:3] |f:2.3|. Procedure details: A solution of 4-Benzyl-5-[4-(-4-benzyl-2-oxo-oxazolidin-3-yl)-4-oxo-but-2-enyl]-2,2-dimethyl-oxazolidine-3-carboxylic acid tert-butyl ester (13.35 g, 25 mmol) in dichloromethane (500 ml) was stirred at −78° C. under nitrogen during the addition of 2-trimethylsiloxy-1,3-butadiene (26 ml, 150 mmol) and 1.8 M diethylaluminium chloride solution in toluene (70 ml, 125 mmol). The resulting pale yellow solution was stirred at −78° C. for 48 hours then slowly added to vigorously stirred, ice-cold 1 M hy... The product is ClC1=C(C=CC=C1C(F)(F)F)C1=NC(=NO1)CN1C=CC2=C(C(=CC=C12)C#N)C(F)(F)F (1-({5-[2-Chloro-3-(trifluoromethyl)phenyl]-1,2,4-oxadiazol-3-yl}methyl)-4-(trifluoromethyl)-1H-indole-5-carbonitrile). Reactants: C(#N)C=1C(=C2C=CN(C2=CC1)CC(NO)=N)C(F)(F)F (2-[5-cyano-4-(trifluoromethyl)-1H-indol-1-yl]-N-hydroxyethanimidamide), ClC1=C(C(=O)O)C=CC=C1C(F)(F)F (2-chloro-3-(trifluoromethyl)benzoic acid). Reported procedure: Synthesized as described in Example 72 from 2-[5-cyano-4-(trifluoromethyl)-1H-indol-1-yl]-N-hydroxyethanimidamide and 2-chloro-3-(trifluoromethyl)benzoic acid: MS (APCl): m/z 471 (M+1). Reaction SMILES: [C:1]([C:3]1[C:4]([C:17]([F:20])([F:19])[F:18])=[C:5]2[C:9](=[CH:10][CH:11]=1)[N:8]([CH2:12][C:13](=[NH:16])[NH:14][OH:15])[CH:7]=[CH:6]2)#[N:2].[Cl:21][C:22]1[C:30]([C:31]([F:34])([F:33])[F:32])=[CH:29][CH:28]=[CH:27][C:23]=1[C:24](O)=O>>[Cl:21][C:22]1[C:30]([C:31]([F:32])([F:33])[F:34])=[CH:29][CH:28]=[CH:27][C:23]=1[C:24]1[O:15][N:14]=[C:13]([CH2:12][N:8]2[C:9]3[C:5](=[C:4]([C:17]([F:19])([F:20])[F:18])[C:3]([C:1]#[N:2])=[CH:11][CH:10]=3)[CH:6]=[CH:7]2)[N:16]=1.